This data is from the Open Reaction Database (ORD), a public repository of structured organic reaction records. The task is: describe an organic reaction: reactants, conditions, products, and yield Starting materials: C(C)OC(\C=C\C=C(C1=CC=C(C=C1)F)C1=CC=C(C=C1)F)=O ((E)-5,5-bis(4-fluorophenyl)-2,4-pentadienoic acid ethyl ester), [OH-].[Na+] (sodium hydroxide). Run in CO (methanol). Product: FC1=CC=C(C=C1)C(=C/C=C/C(=O)O)C1=CC=C(C=C1)F ((E)-5,5-bis(4-fluorophenyl)-2,4-pentadienoic acid). Yield: 93.6%. As a reaction SMILES: C([O:3][C:4](=[O:23])/[CH:5]=[CH:6]/[CH:7]=[C:8]([C:16]1[CH:21]=[CH:20][C:19]([F:22])=[CH:18][CH:17]=1)[C:9]1[CH:14]=[CH:13][C:12]([F:15])=[CH:11][CH:10]=1)C.[OH-].[Na+]>CO>[F:15][C:12]1[CH:11]=[CH:10][C:9]([C:8]([C:16]2[CH:17]=[CH:18][C:19]([F:22])=[CH:20][CH:21]=2)=[CH:7]/[CH:6]=[CH:5]/[C:4]([OH:23])=[O:3])=[CH:14][CH:13]=1 |f:1.2|. Procedure details: A solution of (E)-5,5-bis(4-fluorophenyl)-2,4-pentadienoic acid ethyl ester (8.8 g) in methanol (30 mL) was treated with 2N sodium hydroxide solution (20 mL) and the mixture was heated at reflux for 15 minutes. The crude solid obtained from the usual work up, was crystallized from dichloromethane-hexane to yield 7.5 g of (E)-5,5-bis(4-fluorophenyl)-2,4-pentadienoic acid mp 186°-188° C. A portion was recrystallized from ether-hexane to furnish the analytical specimen, mp 187°-188° C. Anal. Calcul... The reactants are NC1CCN(CC1)C=1SC(=C(N1)C)C(=O)OCC (Ethyl 2-(4-aminopiperidin-1-yl)-4-methyl-1,3-thiazole-5-carboxylate), ON1N=NC2=C1C=CC=C2 (1-hydroxybenzotriazole), CN1CCOCC1 (N-methylmorpholine), ClC=1N=C(NC1CC)C(=O)O (4-chloro-5-ethyl-1H-imidazole-2-carboxylic acid), CCN=C=NCCCN(C)C.Cl (WSC hydrochloride). Product: ClC=1N=C(NC1CC)C(=O)NC1CCN(CC1)C=1SC(=C(N1)C)C(=O)OCC (Ethyl 2-(4-{[(4-chloro-5-ethyl-1H-imidazol-2-yl)carbonyl]amino}piperidin-1-yl)-4-methyl-1,3-thiazole-5-carboxylate). The yield is 92.6%. Reaction SMILES: [NH2:1][CH:2]1[CH2:7][CH2:6][N:5]([C:8]2[S:9][C:10]([C:14]([O:16][CH2:17][CH3:18])=[O:15])=[C:11]([CH3:13])[N:12]=2)[CH2:4][CH2:3]1.[Cl:19][C:20]1[N:21]=[C:22]([C:27](O)=[O:28])[NH:23][C:24]=1[CH2:25][CH3:26].CCN=C=NCCCN(C)C.Cl.ON1C2C=CC=CC=2N=N1.CN1CCOCC1>>[Cl:19][C:20]1[N:21]=[C:22]([C:27]([NH:1][CH:2]2[CH2:7][CH2:6][N:5]([C:8]3[S:9][C:10]([C:14]([O:16][CH2:17][CH3:18])=[O:15])=[C:11]([CH3:13])[N:12]=3)[CH2:4][CH2:3]2)=[O:28])[NH:23][C:24]=1[CH2:25][CH3:26] |f:2.3|. Reported procedure: The same operation as in Example (217c) was performed using ethyl 2-(4-aminopiperidin-1-yl)-4-methyl-1,3-thiazole-5-carboxylate obtained in Example (239a) (139 mg, 0.52 mmol), 4-chloro-5-ethyl-1H-imidazole-2-carboxylic acid obtained in Example (1d) (90 mg, 0.52 mmol), WSC hydrochloride (296 mg, 1.55 mmol), 1-hydroxybenzotriazole (70 mg, 0.52 mmol) and N-methylmorpholine (0.11 mL, 1.03 mmol), to obtain 205 mg of the title compound as a white solid (94%). Starting materials: N[C@@H]([C@@H](C)CC)C(=O)O (Ile), amino acid, N[C@H]([C@@H](C)CC)C(=O)O (D-allo-Ile), N[C@@H](CCCNC(N)=N)C(=O)O (Arg), N[C@H](CCCNC(N)=N)C(=O)N[C@H]([C@@H](C)CC)C(=O)N[C@H](CC(C)C)C(=O)N[C@@H](CCCNC(N)=N)C(=O)N[C@@H]([C@@H](C)CC)C(=O)O (H-D-Arg-D-allo-Ile-D-Leu-Arg-Ile-OH), amino acid, N[C@@H](CC(C)C)C(=O)O (Leu). Yields the product N[C@H](CCCNC(N)=N)C(=O)N[C@H]([C@@H](C)CC)C(=O)N[C@H](CC(C)C)C(=O)N[C@@H](CCCNC(N)=N)C(=O)N[C@@H]([C@@H](C)CC)C(=O)O.CC(=O)O.CC(=O)O (H-D-Arg-D-allo-Ile-D-Leu-Arg-Ile-OH diacetate). Reaction SMILES: [NH2:1][C@@H:2]([C:10]([NH:12][C@@H:13]([C:18]([NH:20][C@@H:21]([C:26]([NH:28][C@H:29]([C:37]([NH:39][C@H:40]([C:45]([OH:47])=[O:46])[C@H:41]([CH2:43][CH3:44])[CH3:42])=[O:38])[CH2:30][CH2:31][CH2:32][NH:33][C:34](=[NH:36])[NH2:35])=[O:27])[CH2:22][CH:23]([CH3:25])[CH3:24])=[O:19])[C@H:14]([CH2:16][CH3:17])[CH3:15])=[O:11])[CH2:3][CH2:4][CH2:5][NH:6][C:7](=[NH:9])[NH2:8].N[C@@H:49]([C:54]([OH:56])=[O:55])[C@H](CC)C.N[C@H:58]([C:63]([OH:65])=[O:64])[C@H](CC)C.N[C@H](C(O)=O)CC(C)C.N[C@H](C(O)=O)CCCNC(=N)N>>[NH2:1][C@@H:2]([C:10]([NH:12][C@@H:13]([C:18]([NH:20][C@@H:21]([C:26]([NH:28][C@H:29]([C:37]([NH:39][C@H:40]([C:45]([OH:47])=[O:46])[C@H:41]([CH2:43][CH3:44])[CH3:42])=[O:38])[CH2:30][CH2:31][CH2:32][NH:33][C:34](=[NH:35])[NH2:36])=[O:27])[CH2:22][CH:23]([CH3:24])[CH3:25])=[O:19])[C@H:14]([CH2:16][CH3:17])[CH3:15])=[O:11])[CH2:3][CH2:4][CH2:5][NH:6][C:7](=[NH:8])[NH2:9].[CH3:49][C:54]([OH:56])=[O:55].[CH3:58][C:63]([OH:65])=[O:64] |f:5.6.7|. Procedure: On purification of H-D-Arg-Ile-D-Leu-Arg-Ile-OH by column chromatography there was isolated a fraction which, according to amino acid analysis, was H-D-Arg-D-allo-Ile-D-Leu-Arg-Ile-OH. Amorphous substance, amino acid analysis: D-allo-Ile (0.9), Ile (1.06), Leu (1.03), Arg (1.87). Starting materials: C(C)(=O)S[C@H]1C[C@H](N(C1)C(=O)OCC=C)CC#N ((2R,4S)-4-acetylthio-1-allyloxycarbonyl-2-(cyanomethyl) pyrrolidine), C[O-].[Na+] (sodium methoxide), C(C)(=O)OCC (ethyl acetate), ClC(C1=CC=CC=C1)(C1=CC=CC=C1)C1=CC=CC=C1 (chlorotriphenylmethane). The solvent is O1CCCC1 (tetrahydrofuran), CO (methanol), CO (methanol), O (water). Yields the product C(C=C)OC(=O)N1[C@@H](C[C@@H](C1)SC(C1=CC=CC=C1)(C1=CC=CC=C1)C1=CC=CC=C1)CC#N ((2R,4S)-1-allyloxycarbonyl-2-cyanomethyl-4-(triphenylmethylthio)pyrrolidine). The yield is 83.8%. RXN SMILES: C([S:4][C@@H:5]1[CH2:9][N:8]([C:10]([O:12][CH2:13][CH:14]=[CH2:15])=[O:11])[C@H:7]([CH2:16][C:17]#[N:18])[CH2:6]1)(=O)C.C[O-].[Na+].Cl[C:23]([C:36]1[CH:41]=[CH:40][CH:39]=[CH:38][CH:37]=1)([C:30]1[CH:35]=[CH:34][CH:33]=[CH:32][CH:31]=1)[C:24]1[CH:29]=[CH:28][CH:27]=[CH:26][CH:25]=1.C(OCC)(=O)C>O1CCCC1.CO.O>[CH2:13]([O:12][C:10]([N:8]1[CH2:9][C@@H:5]([S:4][C:23]([C:36]2[CH:41]=[CH:40][CH:39]=[CH:38][CH:37]=2)([C:30]2[CH:35]=[CH:34][CH:33]=[CH:32][CH:31]=2)[C:24]2[CH:29]=[CH:28][CH:27]=[CH:26][CH:25]=2)[CH2:6][C@H:7]1[CH2:16][C:17]#[N:18])=[O:11])[CH:14]=[CH2:15] |f:1.2|. Procedure details: To a solution of (2R,4S)-4-acetylthio-1-allyloxycarbonyl-2-(cyanomethyl) pyrrolidine (8.20 g) in tetrahydrofuran (40 ml) and methanol (40 ml) was added a 28% sodium methoxide in methanol solution (6.03 ml) at ice-cooling. After stirring at ice-cooling for 30 minutes, chlorotriphenylmethane (8.31 g) was added to the cold solution. After stirring at the same temperature for 2 hours, the solution was poured into a mixture of ethyl acetate and water. The separated organic layer was washed with aqueo...